Dataset: the Open Reaction Database (ORD), a public repository of structured organic reaction records. Task: describe an organic reaction: reactants, conditions, products, and yield Reactants: [Li]CCCC (nBuLi), BrC=1N=C(OC1SC1=CC=C(C=C1)Cl)C1CCOCC1 (4-bromo-5-[(4-chlorophenyl)sulfanyl]-2-(tetrahydro-2H-pyran-4-yl)-1,3-oxazole), C(=O)=O (dry ice). Solvent: C1CCOC1 (THF). Reaction conditions: temperature -78 celsius, time 30 minute. The product is ClC1=CC=C(C=C1)SC1=C(N=C(O1)C1CCOCC1)C(=O)O (5-[(4-chlorophenyl)sulfanyl]-2-(tetrahydro-2H-pyran-4-yl)-1,3-oxazole-4-carboxylic acid). As a reaction SMILES: Br[C:2]1[N:3]=[C:4]([CH:15]2[CH2:20][CH2:19][O:18][CH2:17][CH2:16]2)[O:5][C:6]=1[S:7][C:8]1[CH:13]=[CH:12][C:11]([Cl:14])=[CH:10][CH:9]=1.[Li]CCCC.[C:26](=[O:28])=[O:27]>C1COCC1>[Cl:14][C:11]1[CH:12]=[CH:13][C:8]([S:7][C:6]2[O:5][C:4]([CH:15]3[CH2:20][CH2:19][O:18][CH2:17][CH2:16]3)=[N:3][C:2]=2[C:26]([OH:28])=[O:27])=[CH:9][CH:10]=1. Procedure details: To a dry flask was added 4-bromo-5-[(4-chlorophenyl)sulfanyl]-2-(tetrahydro-2H-pyran-4-yl)-1,3-oxazole (50 mg, 0.133 mmol) and THF (2669 μl), and the reaction mixture was cooled to −78° C. nBuLi (92 μl, 0.147 mmol) was added slowly and the reaction mixture was stirred at −78° C. for 30 min. Crushed dry ice was added, the reaction mixture was stirred at −78° C. for 20 min, quenched with 10% KHSO4, and allowed to warm to RT. The reaction mixture was extracted with EtOAc, dried over sodium sulfate ... The reactants are C1=CC=C(C(=C1)CC(C(=O)O)N)O (o-tyrosine), ClC(=O)OCC1=CC=CC=C1 (benzyl chloroformate), S(=O)(Cl)Cl (thionyl chloride), C([O-])([O-])=O.[Na+].[Na+] (sodium carbonate). The solvent is CO (methanol). Run at time 1 hour. Product: COC([C@@H](NC(=O)OCC1=CC=CC=C1)CC1=C(C=CC=C1)O)=O (N-Benzyloxycarbonyl-3-[2-hydroxyphenyl]-alanine-methyl ester). As a reaction SMILES: [CH:1]1[CH:6]=[C:5]([CH2:7][CH:8]([NH2:12])[C:9]([OH:11])=[O:10])[C:4]([OH:13])=[CH:3][CH:2]=1.S(Cl)(Cl)=O.[C:18](=O)([O-])[O-].[Na+].[Na+].Cl[C:25]([O:27][CH2:28][C:29]1[CH:34]=[CH:33][CH:32]=[CH:31][CH:30]=1)=[O:26]>CO>[CH3:18][O:10][C:9](=[O:11])[C@H:8]([CH2:7][C:5]1[CH:6]=[CH:1][CH:2]=[CH:3][C:4]=1[OH:13])[NH:12][C:25]([O:27][CH2:28][C:29]1[CH:34]=[CH:33][CH:32]=[CH:31][CH:30]=1)=[O:26] |f:2.3.4|. Procedure: 9.5 g (52.4 mmol) of o-tyrosine (2-hydroxyphenylalanine, Heraeus) is suspended in 48 ml of methanol, cooled in an ice bath and mixed drop by drop with 7.6 ml (105 mmol) of thionyl chloride. After one hour, the batch is heated to reflux temperature and stirred for three hours. Then, it is allowed to stir overnight at room temperature. It is evaporated to dryness, the residue is taken up in methanol, concentrated by evaporation and the process is repeated twice. It is taken up in 50 ml of water, a... The reactants are ClCCl, CCN(C(C)C)C(C)C, CC1=C(C(=O)O)C(c2ccc(F)c(F)c2)NC(=O)N1, Nc1ccc2[nH]nc(Nc3ccc(F)cc3)c2c1. Product: CC1=C(C(=O)Nc2ccc3[nH]nc(Nc4ccc(F)cc4)c3c2)C(c2ccc(F)c(F)c2)NC(=O)N1. RXN SMILES: [CH2:47]([Cl:48])[Cl:49].[CH:38]([N:39]([CH:40]([CH3:41])[CH3:42])[CH2:43][CH3:44])([CH3:45])[CH3:46].[F:1][c:2]1[cH:3][c:4]([CH:9]2[NH:10][C:11](=[O:19])[NH:12][C:13]([CH3:18])=[C:14]2[C:15](=[O:16])[OH:17])[cH:5][cH:6][c:7]1[F:8].[F:20][c:21]1[cH:22][cH:23][c:24]([NH:27][c:28]2[n:29][nH:30][c:31]3[cH:32][cH:33][c:34]([NH2:37])[cH:35][c:36]23)[cH:25][cH:26]1>>[F:1][c:2]1[cH:3][c:4]([CH:9]2[NH:10][C:11](=[O:19])[NH:12][C:13]([CH3:18])=[C:14]2[C:15](=[O:17])[NH:37][c:34]2[cH:33][cH:32][c:31]3[nH:30][n:29][c:28]([NH:27][c:24]4[cH:23][cH:22][c:21]([F:20])[cH:26][cH:25]4)[c:36]3[cH:35]2)[cH:5][cH:6][c:7]1[F:8]. Reactants: NC=1C=NC=2CCN(CC2C1)C (3-Amino-6-methyl-5,6,7,8-tetrahydro[1,6]naphthyridine), BrC=1C=C(C(=O)Cl)C=CC1OC (3-bromo-4-methoxybenzoyl chloride). Run in O1CCCC1 (tetrahydrofuran), O1CCCC1 (tetrahydrofuran). Run at time 18 hour. Product: Cl.CN1CC=2C=C(C=NC2CC1)NC(C1=CC(=C(C=C1)OC)Br)=O (N-(6-Methyl-5,6,7,8-tetrahydro[1,6]naphthyridin-3-yl)-3-bromo-4-methoxybenzamide, monohydrochloride). RXN SMILES: [NH2:1][C:2]1[CH:3]=[N:4][C:5]2[CH2:6][CH2:7][N:8]([CH3:12])[CH2:9][C:10]=2[CH:11]=1.[Br:13][C:14]1[CH:15]=[C:16]([CH:20]=[CH:21][C:22]=1[O:23][CH3:24])[C:17]([Cl:19])=[O:18]>O1CCCC1>[ClH:19].[CH3:12][N:8]1[CH2:7][CH2:6][C:5]2[N:4]=[CH:3][C:2]([NH:1][C:17](=[O:18])[C:16]3[CH:20]=[CH:21][C:22]([O:23][CH3:24])=[C:14]([Br:13])[CH:15]=3)=[CH:11][C:10]=2[CH2:9]1 |f:3.4|. Reported procedure: 3-Amino-6-methyl-5,6,7,8-tetrahydro[1,6]naphthyridine (300 mg; 1.84 mmol) was dissolved in dry tetrahydrofuran (10 ml) under argon and treated with a solution of 3-bromo-4-methoxybenzoyl chloride (459 mg; 1.84 mmol) in dry tetrahydrofuran (10 ml). The mixture was stirred at ambient temperatures for 18 h and the product (720 mg; 95%) collected by filtration washed with tetrahydrofuran and dried. Starting materials: C=C1CC(=O)O1 (diketene), C1(CCCC1)N (cyclopentylamine). Run in O1CCCC1 (tetrahydrofuran). Run at temperature 20 celsius, time 6 hour. Yields the product C1(CCCC1)NC(CC(C)=O)=O (N-cyclopentyl-acetylacetamide). Yield: 63.3%. Reaction SMILES: [CH2:1]=[C:2]1[O:6][C:4](=[O:5])[CH2:3]1.[CH:7]1([NH2:12])[CH2:11][CH2:10][CH2:9][CH2:8]1>O1CCCC1>[CH:7]1([NH:12][C:4](=[O:5])[CH2:3][C:2](=[O:6])[CH3:1])[CH2:11][CH2:10][CH2:9][CH2:8]1. Procedure details: 84 g of diketene were added over 10 minutes at 10° C. to a mixture of 85 g of cyclopentylamine and 500 ml of tetrahydrofuran and after stirring the mixture for 6 hours at 20° C., the mixture was evaporated to dryness under reduced pressure. The residue was added to isopropyl ether and was cooled and vacuum filtered to obtain 107 g of N-cyclopentyl-acetylacetamide melting at 52° C. 56 g of the latter product and 1.6 g of p-toluene sulfonic acid were added to a mixture of 40 g of methyl orthoforma... Starting materials: [Al+3], Cc1cc(C)c(Sc2nc(Nc3ccc(C#N)cc3)nc3c2ccn3Cc2ccccc2)c(C)c1, [Cl-], [Cl-], [Cl-], Clc1ccccc1Cl, O. Product: Cc1cc(C)c(Sc2nc(Nc3ccc(C#N)cc3)nc3[nH]ccc23)c(C)c1. Reaction SMILES: [Al+3:37].[CH2:1]([c:2]1[cH:3][cH:4][cH:5][cH:6][cH:7]1)[n:8]1[cH:9][cH:10][c:11]2[c:12]1[n:13][c:14]([NH:27][c:28]1[cH:29][cH:30][c:31]([C:32]#[N:33])[cH:34][cH:35]1)[n:15][c:16]2[S:17][c:18]1[c:19]([CH3:26])[cH:20][c:21]([CH3:25])[cH:22][c:23]1[CH3:24].[Cl-:36].[Cl-:38].[Cl-:39].[Cl:41][c:42]1[c:43]([Cl:44])[cH:45][cH:46][cH:47][cH:48]1.[OH2:40]>>[nH:8]1[cH:9][cH:10][c:11]2[c:12]1[n:13][c:14]([NH:27][c:28]1[cH:29][cH:30][c:31]([C:32]#[N:33])[cH:34][cH:35]1)[n:15][c:16]2[S:17][c:18]1[c:19]([CH3:26])[cH:20][c:21]([CH3:25])[cH:22][c:23]1[CH3:24]. Starting materials: C(C1=CC=CC=C1)ON1C([C@H]([C@H]1CO)NC(=O)OC(C)(C)C)=O ((3S,4S)-1-benzyloxy-3-(tert-butoxycarbonylamino)-4-hydroxymethyl-2-azetidinone), ClC(=O)N=C=O (chlorocarbonyl isocyanate), C(O)([O-])=O.[Na+] (sodium hydrogen carbonate), ClC(=O)N=C=O (chlorocarbonyl isocyanate). The solvent is C(Cl)(Cl)Cl (chloroform). The product is C(C1=CC=CC=C1)ON1C([C@H]([C@H]1COC(N)=O)NC(=O)OC(C)(C)C)=O ((3S,4S)-1benzyloxy-3-(tert-butoxycarbonylamino)-4-carbamoyloxymethyl-2azetidinone). Yield: 72.4%. As a reaction SMILES: [CH2:1]([O:8][N:9]1[C@H:12]([CH2:13][OH:14])[C@H:11]([NH:15][C:16]([O:18][C:19]([CH3:22])([CH3:21])[CH3:20])=[O:17])[C:10]1=[O:23])[C:2]1[CH:7]=[CH:6][CH:5]=[CH:4][CH:3]=1.Cl[C:25]([N:27]=C=O)=[O:26].C(=O)([O-])O.[Na+]>C(Cl)(Cl)Cl>[CH2:1]([O:8][N:9]1[C@H:12]([CH2:13][O:14][C:25](=[O:26])[NH2:27])[C@H:11]([NH:15][C:16]([O:18][C:19]([CH3:20])([CH3:22])[CH3:21])=[O:17])[C:10]1=[O:23])[C:2]1[CH:7]=[CH:6][CH:5]=[CH:4][CH:3]=1 |f:2.3|. Reported procedure: In 6 ml of chloroform dried with molecular sieve is dissolved 390 mg (1.21 mmole) of (3S,4S)-1-benzyloxy-3-(tert-butoxycarbonylamino)-4-hydroxymethyl-2-azetidinone, and a solution of 0.11 ml (1.33 mmole) of chlorocarbonyl isocyanate in 2 ml of dried chloroform is added dropwise to the solution under ice-cooling with stirring. After the stirring under ice-cooling for 30 minutes, the same amount of chlorocarbonyl isocyanate is furthermore added to the reaction solution in the same manner. After th... Starting materials: ClC1=C(C(=CC=C1)Cl)C1=CC2=C(N=C(N=C2)NCCCN2CCN(CC2)C)N=C1N (6-(2,6-Dichlorophenyl)-N2 -[3-(4-methyl-piperazin-1-yl)-propyl]-pyrido[2,3-d]pyrimidine-2,7-diamine), BrC1=CC=C(C=C1)N=C=O (4-bromophenyl isocyanate). Run in CC(=O)O.CS(=O)C (AcOH DMSO). Product: BrC1=CC=C(C=C1)NC(=O)NC=1C(=CC2=C(N=C(N=C2)NCCCN2CCN(CC2)C)N1)C1=C(C=CC=C1Cl)Cl (1-(4-Bromo-phenyl)-3-{6-(2,6-dichlorophenyl)-2-[3-(4-methylpiperazin-1-yl)-propylamino]-pyrido[2,3-d]pyrimidin-7-yl}-urea). The yield is 67.7%. Reaction SMILES: [Cl:1][C:2]1[CH:7]=[CH:6][CH:5]=[C:4]([Cl:8])[C:3]=1[C:9]1[C:29]([NH2:30])=[N:28][C:12]2[N:13]=[C:14]([NH:17][CH2:18][CH2:19][CH2:20][N:21]3[CH2:26][CH2:25][N:24]([CH3:27])[CH2:23][CH2:22]3)[N:15]=[CH:16][C:11]=2[CH:10]=1.[Br:31][C:32]1[CH:37]=[CH:36][C:35]([N:38]=[C:39]=[O:40])=[CH:34][CH:33]=1>CC(O)=O.CS(C)=O>[Br:31][C:32]1[CH:37]=[CH:36][C:35]([NH:38][C:39]([NH:30][C:29]2[C:9]([C:3]3[C:4]([Cl:8])=[CH:5][CH:6]=[CH:7][C:2]=3[Cl:1])=[CH:10][C:11]3[CH:16]=[N:15][C:14]([NH:17][CH2:18][CH2:19][CH2:20][N:21]4[CH2:26][CH2:25][N:24]([CH3:27])[CH2:23][CH2:22]4)=[N:13][C:12]=3[N:28]=2)=[O:40])=[CH:34][CH:33]=1 |f:2.3|. Procedure: 6-(2,6-Dichlorophenyl)-N2 -[3-(4-methyl-piperazin-1-yl)-propyl]-pyrido[2,3-d]pyrimidine-2,7-diamine (1.0 g) from Example 36 was reacted with 0.44 g of 4-bromophenyl isocyanate according to the general procedure of Example 37 to give 0.97 g of 1-(4-Bromo-phenyl)-3-{6-(2,6-dichlorophenyl)-2-[3-(4-methylpiperazin-1-yl)-propylamino]-pyrido[2,3-d]pyrimidin-7-yl}-urea, ESMS (20/80 MeOH/CH3 CN+0.1% AcOH+DMSO): M+ +H=645; mp 171°-175° C. Starting materials: CCO, CCn1ncc2c(NC3CCCCC3)c(C3=NOC4(C3)CC(C#N)C4)cnc21, Cl, [K+], [OH-], O. Yields the product CCn1ncc2c(NC3CCCCC3)c(C3=NOC4(C3)CC(C(=O)O)C4)cnc21. RXN SMILES: [CH3:33][CH2:34][OH:35].[CH:1]1([NH:7][c:8]2[c:9]3[c:10]([n:11][cH:12][c:13]2[C:14]2=[N:15][O:16][C:17]4([CH2:18][CH:19]([C:21]#[N:22])[CH2:20]4)[CH2:23]2)[n:24]([CH2:27][CH3:28])[n:25][cH:26]3)[CH2:2][CH2:3][CH2:4][CH2:5][CH2:6]1.[ClH:31].[K+:30].[OH-:29].[OH2:32]>>[CH:1]1([NH:7][c:8]2[c:9]3[c:10]([n:11][cH:12][c:13]2[C:14]2=[N:15][O:16][C:17]4([CH2:18][CH:19]([C:21](=[O:29])[OH:32])[CH2:20]4)[CH2:23]2)[n:24]([CH2:27][CH3:28])[n:25][cH:26]3)[CH2:2][CH2:3][CH2:4][CH2:5][CH2:6]1.